This data is from the Open Reaction Database (ORD), a public repository of structured organic reaction records. The task is: describe an organic reaction: reactants, conditions, products, and yield Reactants: FC1=C(C=C(C=C1)S(=O)(=O)CCC)C#C[Si](C)(C)C ({[2-Fluoro-5-(propylsulfonyl)phenyl]ethynyl}trimethyl silane), BrC1=C(C=CC(=C1)S(=O)(=O)CCOC)F (2-Bromo-1-fluoro-4-(2-methoxy-ethanesulfonyl)-benzene), BrC1=C(C=CC(=C1)S(=O)(=O)CCOC)F (2-Bromo-1-fluoro-4-(2-methoxy-ethanesulfonyl)-benzene), C(C)(C)(C)OC(COC1=C(C=C(C=C1)Cl)C#C)=O (tert-butyl(4-chloro-2-ethynylphenoxy)acetate), C(C)(C)(C)OC(COC1=C(C=C(C=C1)Cl)C#C)=O (tert-butyl(4-chloro-2-ethynylphenoxy)acetate). Product: C(C)(C)(C)OC(COC1=C(C=C(C=C1)Cl)C#CC1=C(C=CC(=C1)S(=O)(=O)CCOC)F)=O (tert-butyl[4-chloro-2-({2-fluoro-5-[(2-methoxyethyl)sulfonyl]phenyl}ethynyl)phenoxy]acetate). Yield: 80.0%. RXN SMILES: FC1C=CC(S(CCC)(=O)=O)=CC=1C#C[Si](C)(C)C.[C:20]([O:24][C:25](=[O:37])[CH2:26][O:27][C:28]1[CH:33]=[CH:32][C:31]([Cl:34])=[CH:30][C:29]=1[C:35]#[CH:36])([CH3:23])([CH3:22])[CH3:21].Br[C:39]1[CH:44]=[C:43]([S:45]([CH2:48][CH2:49][O:50][CH3:51])(=[O:47])=[O:46])[CH:42]=[CH:41][C:40]=1[F:52]>>[C:20]([O:24][C:25](=[O:37])[CH2:26][O:27][C:28]1[CH:33]=[CH:32][C:31]([Cl:34])=[CH:30][C:29]=1[C:35]#[C:36][C:41]1[CH:42]=[C:43]([S:45]([CH2:48][CH2:49][O:50][CH3:51])(=[O:47])=[O:46])[CH:44]=[CH:39][C:40]=1[F:52])([CH3:23])([CH3:22])[CH3:21]. Reported procedure: Following the general method as outlined in Intermediate 107, starting from (4-chloro-2-ethynyl-phenoxy)-acetic acid tert-butyl ester (Intermediate 3) and 2-Bromo-1-fluoro-4-(2-methoxy-ethanesulfonyl)-benzene (Intermediate 132), the title compound was obtained as a colorless oil in 80% yield after purification by flash column chromatography (silica), eluting with cyclohexane containing increasing amounts of EtOAc. The reactants are O=C=NCCCl, Cl, [N-]=[N+]=[N-], [Na+], c1ccccc1. Yields the product [N-]=[N+]=NC(=O)NCCCl. As a reaction SMILES: [Cl:1][CH2:2][CH2:3][N:4]=[C:5]=[O:6].[ClH:17].[N-:8]=[N+:9]=[N-:10].[Na+:7].[cH:11]1[cH:12][cH:13][cH:14][cH:15][cH:16]1>>[Cl:1][CH2:2][CH2:3][NH:4][C:5](=[O:6])[N:8]=[N+:9]=[N-:10]. Reactants: [H][H] (hydrogen), 13, C(C)OC(=O)N1CC(CC1)C=CC(=O)O (3-[1-(ethoxycarbonyl)-3-pyrrolidinyl]-2-propenoic acid). Reagents/catalysts: [Pd] (palladium-on-charcoal). Solvent: C(C)(=O)O (acetic acid). Product: 13, C(C)OC(=O)N1CC(CC1)CCC(=O)O (1-(ethoxycarbonyl) -3-pyrrolidinepropanoic acid). Yield: 100.0%. RXN SMILES: [CH2:1]([O:3][C:4]([N:6]1[CH2:10][CH2:9][CH:8]([CH:11]=[CH:12][C:13]([OH:15])=[O:14])[CH2:7]1)=[O:5])[CH3:2].[H][H]>[Pd].C(O)(=O)C>[CH2:1]([O:3][C:4]([N:6]1[CH2:10][CH2:9][CH:8]([CH2:11][CH2:12][C:13]([OH:15])=[O:14])[CH2:7]1)=[O:5])[CH3:2]. Reported procedure: A mixture of 13 parts of 3-[1-(ethoxycarbonyl)-3-pyrrolidinyl]-2-propenoic acid and 100 parts of acetic acid was hydrogenated at normal pressure and at 20° C. with 2 parts of palladium-on-charcoal catalyst 10%. After the calculated amount of hydrogen was taken up, the catalyst was filtered off and the filtrate was evaporated. The residue was taken up in methylbenzene and the latter was evaporated again, yielding 13 parts (100%) of 1-(ethoxycarbonyl) -3-pyrrolidinepropanoic acid as a residue (int... Starting materials: FC1=CC=C(C=C1)N1N=CC2=CC(=CC=C12)O[C@H]([C@@H](C)N)C1=CC=CC=C1 ((1S,2R)-1-{[1-(4-fluorophenyl)-1H-indazol-5-yl]oxy}-1-phenylpropan-2-amine), FC(C(=O)Cl)F (difluoroacetyl chloride). The product is FCC(=O)N[C@H]([C@@H](C1=CC=CC=C1)OC=1C=C2C=NN(C2=CC1)C1=CC=C(C=C1)F)C (2-Fluoro-N-[(1R,2S)-1-[1-(4-fluorophenyl)indazol-5-yl]oxy-1-phenyl-propan-2-yl]acetamide). RXN SMILES: [F:1][C:2]1[CH:7]=[CH:6][C:5]([N:8]2[C:16]3[C:11](=[CH:12][C:13]([O:17][C@@H:18]([C:22]4[CH:27]=[CH:26][CH:25]=[CH:24][CH:23]=4)[C@H:19]([NH2:21])[CH3:20])=[CH:14][CH:15]=3)[CH:10]=[N:9]2)=[CH:4][CH:3]=1.[F:28][CH:29](F)[C:30](Cl)=[O:31]>>[F:28][CH2:29][C:30]([NH:21][C@@H:19]([CH3:20])[C@H:18]([O:17][C:13]1[CH:12]=[C:11]2[C:16](=[CH:15][CH:14]=1)[N:8]([C:5]1[CH:4]=[CH:3][C:2]([F:1])=[CH:7][CH:6]=1)[N:9]=[CH:10]2)[C:22]1[CH:23]=[CH:24][CH:25]=[CH:26][CH:27]=1)=[O:31]. Procedure details: Prepared as described in Example 1 using (1S,2R)-1-{[1-(4-fluorophenyl)-1H-indazol-5-yl]oxy}-1-phenylpropan-2-amine (1a, 36 mg, 100 μmol) and difluoroacetyl chloride (29 mg, 300 μmol). Yield 40 mg (95%). Reactants: NC=1N(C(C(N1)(C1=CC(=CC=C1)C=1C(=NC=CC1)F)C=1C=C(N(C1)CC)C=O)=O)C (4-{2-amino-4-[3-(2-fluoropyridin-3-yl)phenyl]-1-methyl-5-oxo-4,5-dihydro-1H-imidazol-4-yl}-1-ethyl-1H-pyrrole-2-carbaldehyde), [BH4-].[Na+] (sodium borohydride), C(C)O (ethanol). Run at time 8 hour. Product: NC1=NC(C(N1C)=O)(C1=CC(=CC=C1)C=1C(=NC=CC1)F)C1=CN(C(=C1)COC)CC (2-Amino-5-[1-ethyl-5-(methoxymethyl)-1H-pyrrol-3-yl]-5-[3-(2-fluoropyridin-3-yl)phenyl]-3-methyl-3,5-dihydro-4H-imidazol-4-one). As a reaction SMILES: [NH2:1][C:2]1[N:3]([CH3:30])[C:4](=[O:29])[C:5]([C:20]2[CH:21]=[C:22]([CH:27]=[O:28])[N:23]([CH2:25][CH3:26])[CH:24]=2)([C:7]2[CH:12]=[CH:11][CH:10]=[C:9]([C:13]3[C:14]([F:19])=[N:15][CH:16]=[CH:17][CH:18]=3)[CH:8]=2)[N:6]=1.[BH4-].[Na+].[CH2:33](O)C>>[NH2:1][C:2]1[N:3]([CH3:30])[C:4](=[O:29])[C:5]([C:20]2[CH:21]=[C:22]([CH2:27][O:28][CH3:33])[N:23]([CH2:25][CH3:26])[CH:24]=2)([C:7]2[CH:12]=[CH:11][CH:10]=[C:9]([C:13]3[C:14]([F:19])=[N:15][CH:16]=[CH:17][CH:18]=3)[CH:8]=2)[N:6]=1 |f:1.2|. Reported procedure: A solution of 4-{2-amino-4-[3-(2-fluoropyridin-3-yl)phenyl]-1-methyl-5-oxo-4,5-dihydro-1H-imidazol-4-yl}-1-ethyl-1H-pyrrole-2-carbaldehyde in dry ethanol was treated with 2 equivalents of sodium borohydride at 0° C., allowed to come to room temperature, quenched with water and evaporated to dryness under reduced pressure. The resultant residue is dispersed in water and extracted with ethyl acetate. The extracts are combined, dried over MgSO4 and concentrated in vacuo. The resultant residue was d... Reactants: CC(=O)OCc1cc(O)cc(=O)n1-c1cccc(C(N)=O)c1, CN(C)C=O, Fc1ccc(CBr)c(F)c1, [K+], [K+], O=C([O-])[O-]. Product: CC(=O)OCc1cc(OCc2ccc(F)cc2F)cc(=O)n1-c1cccc(C(N)=O)c1. As a reaction SMILES: [C:1]([CH3:2])(=[O:3])[O:4][CH2:5][c:6]1[n:7](-[c:14]2[cH:15][c:16]([C:20](=[O:21])[NH2:22])[cH:17][cH:18][cH:19]2)[c:8](=[O:13])[cH:9][c:10]([OH:12])[cH:11]1.[CH3:39][N:40]([CH3:41])[CH:42]=[O:43].[F:29][c:30]1[c:31]([CH2:32][Br:33])[cH:34][cH:35][c:36]([F:38])[cH:37]1.[K+:23].[K+:24].[O-:25][C:26]([O-:27])=[O:28]>>[C:1]([CH3:2])(=[O:3])[O:4][CH2:5][c:6]1[n:7](-[c:14]2[cH:15][c:16]([C:20](=[O:21])[NH2:22])[cH:17][cH:18][cH:19]2)[c:8](=[O:13])[cH:9][c:10]([O:12][CH2:32][c:31]2[c:30]([F:29])[cH:37][c:36]([F:38])[cH:35][cH:34]2)[cH:11]1. Reactants: IC1=CC2=C(OCCC=3N2N=C(C3)C(=O)N)C=C1 (9-iodo-4,5-dihydrobenzo[b]pyrazolo[1,5-d][1,4]oxazepine-2-carboxamide), O1C(CCC1)C(C)(C#C)O (2-(tetrahydrofuran-2-yl)but-3-yn-2-ol). Yields the product OC(C#CC1=CC2=C(OCCC=3N2N=C(C3)C(=O)N)C=C1)(C)C1OCCC1 (9-(3-hydroxy-3-(tetrahydrofuran-2-yl)but-1-yn-1-yl)-4,5-dihydrobenzo[b]pyrazolo[1,5-d][1,4]oxazepine-2-carboxamide). RXN SMILES: I[C:2]1[CH:18]=[CH:17][C:5]2[O:6][CH2:7][CH2:8][C:9]3[N:10]([N:11]=[C:12]([C:14]([NH2:16])=[O:15])[CH:13]=3)[C:4]=2[CH:3]=1.[O:19]1[CH2:23][CH2:22][CH2:21][CH:20]1[C:24]([OH:28])([C:26]#[CH:27])[CH3:25]>>[OH:28][C:24]([CH:20]1[CH2:21][CH2:22][CH2:23][O:19]1)([CH3:25])[C:26]#[C:27][C:2]1[CH:18]=[CH:17][C:5]2[O:6][CH2:7][CH2:8][C:9]3[N:10]([N:11]=[C:12]([C:14]([NH2:16])=[O:15])[CH:13]=3)[C:4]=2[CH:3]=1. Procedure details: Similar to as described in General Procedure G, 9-iodo-4,5-dihydrobenzo[b]pyrazolo[1,5-d][1,4]oxazepine-2-carboxamide was reacted with 2-(tetrahydrofuran-2-yl)but-3-yn-2-ol to give a mixture of titled compounds after purification by HPLC.